From a dataset of the Open Reaction Database (ORD), a public repository of structured organic reaction records. describe an organic reaction: reactants, conditions, products, and yield Starting materials: COC(=O)c1ccccc1-c1ccc(CBr)cc1, CCCCc1nc2ccccc2[nH]1, [H-], [Na+], CN(C)C=O, O. Yields the product CCCCc1nc2ccccc2n1Cc1ccc(-c2ccccc2C(=O)OC)cc1. As a reaction SMILES: [Br:16][CH2:17][c:18]1[cH:19][cH:20][c:21](-[c:24]2[c:25]([C:26](=[O:27])[O:28][CH3:29])[cH:30][cH:31][cH:32][cH:33]2)[cH:22][cH:23]1.[CH2:1]([CH2:2][CH2:3][CH3:4])[c:5]1[nH:6][c:7]2[c:8]([n:9]1)[cH:10][cH:11][cH:12][cH:13]2.[H-:14].[Na+:15].[O:35]=[CH:36][N:37]([CH3:38])[CH3:39].[OH2:34]>>[CH2:1]([CH2:2][CH2:3][CH3:4])[c:5]1[n:6]([CH2:17][c:18]2[cH:19][cH:20][c:21](-[c:24]3[c:25]([C:26](=[O:27])[O:28][CH3:29])[cH:30][cH:31][cH:32][cH:33]3)[cH:22][cH:23]2)[c:7]2[c:8]([n:9]1)[cH:10][cH:11][cH:12][cH:13]2. The reactants are ClC=1C(=CC2=C(N(C(=N2)CC)C2=CC=C(C=C2)CCO)C1)C(F)(F)F (2-[4-(6-Chloro-2-ethyl-5-trifluoromethyl-1H-benzimidazol-1-yl)phenyl]ethanol), ClC(=O)OC1=CC=CC=C1 (phenyl chloroformate). Solvent: ClCCl (dichloromethane), N1=CC=CC=C1 (pyridine), ClCCl (dichloromethane). Run at time 16 hour. The product is C(OCCC1=CC=C(C=C1)N1C(=NC2=C1C=C(C(=C2)C(F)(F)F)Cl)CC)(OC2=CC=CC=C2)=O (2-{4-[6-chloro-2-ethyl-5-(trifluoromethyl)-1H-benzimidazol-1-yl]phenyl}ethyl phenyl carbonate). Isolated yield 81.0%. As a reaction SMILES: [Cl:1][C:2]1[C:3]([C:22]([F:25])([F:24])[F:23])=[CH:4][C:5]2[N:9]=[C:8]([CH2:10][CH3:11])[N:7]([C:12]3[CH:17]=[CH:16][C:15]([CH2:18][CH2:19][OH:20])=[CH:14][CH:13]=3)[C:6]=2[CH:21]=1.Cl[C:27]([O:29][C:30]1[CH:35]=[CH:34][CH:33]=[CH:32][CH:31]=1)=[O:28]>ClCCl.N1C=CC=CC=1>[C:27](=[O:28])([O:29][C:30]1[CH:35]=[CH:34][CH:33]=[CH:32][CH:31]=1)[O:20][CH2:19][CH2:18][C:15]1[CH:14]=[CH:13][C:12]([N:7]2[C:6]3[CH:21]=[C:2]([Cl:1])[C:3]([C:22]([F:23])([F:25])[F:24])=[CH:4][C:5]=3[N:9]=[C:8]2[CH2:10][CH3:11])=[CH:17][CH:16]=1. Reported procedure: To a stirred solution of 2-[4-(6-Chloro-2-ethyl-5-trifluoromethyl-1H-benzimidazol-1-yl)phenyl]ethanol (step 4 of Example 104, 3.90 g, 10.6 mmol) in dichloromethane (20 mL) and pyridine (2 ml) was added dropwise phenyl chloroformate (1.6 mL, 12.7 mmol), and the mixture was stirred at room temperature for 16 h. The reaction mixture was diluted with dichloromethane (50 mL), washed with water (50 ml). The organic layer was dried over Na2SO4, and concentrated under reduced pressure. Purification by f... Starting materials: [Al+3], CCCCCCN1CC2C(C1=O)C2(C)c1cccc(-c2ncc[nH]2)c1, CCOC(C)=O, [H-], [H-], [H-], [H-], [Li+], [Na+], [OH-]. The product is CCCCCCN1CC2C(C1)C2(C)c1cccc(-c2ncc[nH]2)c1. As a reaction SMILES: [Al+3:27].[CH2:1]([CH2:2][CH2:3][CH2:4][CH2:5][CH3:6])[N:7]1[C:8](=[O:25])[CH:9]2[C:10]([CH3:13])([c:14]3[cH:15][c:16](-[c:20]4[nH:21][cH:22][cH:23][n:24]4)[cH:17][cH:18][cH:19]3)[CH:11]2[CH2:12]1.[CH3:34][CH2:35][O:36][C:37](=[O:38])[CH3:39].[H-:26].[H-:29].[H-:30].[H-:31].[Li+:28].[Na+:33].[OH-:32]>>[CH2:1]([CH2:2][CH2:3][CH2:4][CH2:5][CH3:6])[N:7]1[CH2:8][CH:9]2[C:10]([CH3:13])([c:14]3[cH:15][c:16](-[c:20]4[n:21][cH:22][cH:23][nH:24]4)[cH:17][cH:18][cH:19]3)[CH:11]2[CH2:12]1. Reactants: N12C[C@@H](C(CC1)CC2)O ((R)-quinuclidin-3-ol), COC=1C=C(C=CC1)NC(C(=O)O)C1=CC=CC=C1 ((3-Methoxy-phenylamino)-phenyl-acetic acid), C=1C=CC2=C(C1)N=NN2O (HOBT), C1CCC(CC1)N=C=NC2CCCCC2 (DCC). Run in C1CCOC1 (THF). Reaction conditions: time 20 minute. The product is N12C[C@@H](C(CC1)CC2)OC(C(C2=CC=CC=C2)NC2=CC(=CC=C2)OC)=O ((3-methoxy-phenylamino)-phenyl-acetic acid (R)-(1-aza-bicyclo[2.2.2]oct-3-yl)ester). Yield: 52.2%. RXN SMILES: [CH3:1][O:2][C:3]1[CH:4]=[C:5]([NH:9][CH:10]([C:14]2[CH:19]=[CH:18][CH:17]=[CH:16][CH:15]=2)[C:11]([OH:13])=[O:12])[CH:6]=[CH:7][CH:8]=1.C1C=CC2N(O)N=NC=2C=1.C1CCC(N=C=NC2CCCCC2)CC1.[N:45]12[CH2:52][CH2:51][CH:48]([CH2:49][CH2:50]1)[C@@H:47](O)[CH2:46]2>C1COCC1>[N:45]12[CH2:52][CH2:51][CH:48]([CH2:49][CH2:50]1)[C@@H:47]([O:12][C:11](=[O:13])[CH:10]([NH:9][C:5]1[CH:6]=[CH:7][CH:8]=[C:3]([O:2][CH3:1])[CH:4]=1)[C:14]1[CH:19]=[CH:18][CH:17]=[CH:16][CH:15]=1)[CH2:46]2. Reported procedure: (3-Methoxy-phenylamino)-phenyl-acetic acid (0.58 g, 2.25 mmol), HOBT (0.45 g, 2.93 mmol) and DCC (0.60 g, 2.93 mmol) are dissolved in THF (100 mL) and stirred at RT for 20 minutes. Then, (R)-quinuclidin-3-ol (0.57 g, 4.51 mmol) is added and the resulting reaction is stirred at the same temperature for one day. The solvent is evaporated, the residue is taken up with EtOAc and the insoluble is filtered off. The organic solution is washed with 1M K2CO3 and then with brine. The crude is purified by ... Reactants: CC=CC(=O)O, CCN=C=NCCCN(C)C, Cl, Nc1cc2c(Nc3cccc(Br)c3)ncnc2cn1, c1ccncc1. Product: CC=CC(=O)Nc1cc2c(Nc3cccc(Br)c3)ncnc2cn1. Reaction SMILES: [C:20]([CH:21]=[CH:22][CH3:23])(=[O:24])[OH:25].[CH3:27][N:28]([CH3:29])[CH2:30][CH2:31][CH2:32][N:33]=[C:34]=[N:35][CH2:36][CH3:37].[ClH:26].[NH2:1][c:2]1[cH:3][c:4]2[c:5]([n:6][cH:7][n:8][c:9]2[NH:10][c:11]2[cH:12][c:13]([Br:17])[cH:14][cH:15][cH:16]2)[cH:18][n:19]1.[cH:38]1[cH:39][cH:40][n:41][cH:42][cH:43]1>>[NH:1]([c:2]1[cH:3][c:4]2[c:5]([n:6][cH:7][n:8][c:9]2[NH:10][c:11]2[cH:12][c:13]([Br:17])[cH:14][cH:15][cH:16]2)[cH:18][n:19]1)[C:20]([CH:21]=[CH:22][CH3:23])=[O:24]. Starting materials: C(C)(C)(C)OC(=O)N1CCC(CC1)(C(C1=CC=C(C=C1)F)=O)F (4-Fluoro-4-(4-fluoro-benzoyl)-piperidine-1-carboxylic acid tert-butyl ester), FC(C(=O)O)(F)F (trifluoroacetic acid), C(=O)(O)[O-].[Na+] (NaHCO3). Run in ClCCl (dichloromethane). Yields the product FC1(CCNCC1)C(C1=CC=C(C=C1)F)=O (4-Fluoro-4-(4-fluoro-benzoyl)-piperidine). As a reaction SMILES: C(OC([N:8]1[CH2:13][CH2:12][C:11]([F:23])([C:14](=[O:22])[C:15]2[CH:20]=[CH:19][C:18]([F:21])=[CH:17][CH:16]=2)[CH2:10][CH2:9]1)=O)(C)(C)C.FC(F)(F)C(O)=O.C([O-])(O)=O.[Na+]>ClCCl>[F:23][C:11]1([C:14](=[O:22])[C:15]2[CH:20]=[CH:19][C:18]([F:21])=[CH:17][CH:16]=2)[CH2:10][CH2:9][NH:8][CH2:13][CH2:12]1 |f:2.3|. Procedure details: 4-Fluoro-4-(4-fluoro-benzoyl)-piperidine-1-carboxylic acid tert-butyl ester (0.122 g, 0.375 mmol) was solved in dichloromethane (2 mL) and trifluoroacetic acid (0.258 mL, 3.37 mmol) was added at 0° C. Aqueous NaHCO3 was slowly added until pH 9 and the mixture extracted with 3 times with dichloromethane and ethyl acetate. The solvent was evaporated to yield g (0. mmol, 100%) of a white solid that was used without purification on the next steps. MS (m/e): 226.1 (M+H+).